This data is from the Open Reaction Database (ORD), a public repository of structured organic reaction records. The task is: describe an organic reaction: reactants, conditions, products, and yield Reactants: COC(=O)C=1CN(CCC1OS(=O)(=O)C(F)(F)F)C(=O)OC(C)(C)C (4-trifluoromethanesulfonyloxy-5,6-dihydro-2H-pyridine-1,3-dicarboxylic acid 1-tert-butyl ester 3-methyl ester), [NH4+].[Cl-] (NH4Cl), [Li]CCCC (BuLi), BrC1=CC=C(O[Si](C)(C)C(C)(C)C)C=C1 ((4-bromophenoxy)-tert-butyldimethylsilane). Reagents/catalysts: C=1C=CC(=CC1)[P](C=2C=CC=CC2)(C=3C=CC=CC3)[Pd]([P](C=4C=CC=CC4)(C=5C=CC=CC5)C=6C=CC=CC6)([P](C=7C=CC=CC7)(C=8C=CC=CC8)C=9C=CC=CC9)[P](C=1C=CC=CC1)(C=1C=CC=CC1)C=1C=CC=CC1 (Pd(PPh3)4), [Cl-].[Cl-].[Zn+2] (ZnCl2). Run in C1CCOC1 (THF), C1CCOC1 (THF). Run at temperature -78 celsius, time 30 minute. Yields the product COC(=O)C=1CN(CCC1C1=CC=C(C=C1)O[Si](C)(C)C(C)(C)C)C(=O)OC(C)(C)C (4-[4-(tert-Butyl-dimethyl-silanyloxy)-phenyl]-5,6-dihydro-2H-pyridine-1,3-dicarboxylic Acid 1-tert-butyl Ester 3-methyl Ester). The yield is 96.5%. Reaction SMILES: [Li]CCCC.Br[C:7]1[CH:20]=[CH:19][C:10]([O:11][Si:12]([C:15]([CH3:18])([CH3:17])[CH3:16])([CH3:14])[CH3:13])=[CH:9][CH:8]=1.[CH3:21][O:22][C:23]([C:25]1[CH2:26][N:27]([C:39]([O:41][C:42]([CH3:45])([CH3:44])[CH3:43])=[O:40])[CH2:28][CH2:29][C:30]=1OS(C(F)(F)F)(=O)=O)=[O:24].[NH4+].[Cl-]>C1COCC1.[Cl-].[Cl-].[Zn+2].C1C=CC([P]([Pd]([P](C2C=CC=CC=2)(C2C=CC=CC=2)C2C=CC=CC=2)([P](C2C=CC=CC=2)(C2C=CC=CC=2)C2C=CC=CC=2)[P](C2C=CC=CC=2)(C2C=CC=CC=2)C2C=CC=CC=2)(C2C=CC=CC=2)C2C=CC=CC=2)=CC=1>[CH3:21][O:22][C:23]([C:25]1[CH2:26][N:27]([C:39]([O:41][C:42]([CH3:45])([CH3:44])[CH3:43])=[O:40])[CH2:28][CH2:29][C:30]=1[C:7]1[CH:20]=[CH:19][C:10]([O:11][Si:12]([C:15]([CH3:18])([CH3:17])[CH3:16])([CH3:14])[CH3:13])=[CH:9][CH:8]=1)=[O:24] |f:3.4,6.7.8,^1:59,61,80,99|. Reported procedure: BuLi (1.6M in hexanes, 27.0 mL, 43.1 mmol) was added to a sol. of (4-bromophenoxy)-tert-butyldimethylsilane (12.4 g, 43.1 mmol) in THF (300 mL) at −78° C. The mixture was stirred for 30 min at −78° C., and ZnCl2 (1M in THF, 52.4 mL, 52.4 mmol) was added. The mixture was allowed to warm to rt, and a sol. of 4-trifluoromethanesulfonyloxy-5,6-dihydro-2H-pyridine-1,3-dicarboxylic acid 1-tert-butyl ester 3-methyl ester (WO 2004/002957; 12.0 g, 30.8 mmol) in THF (20 mL) and Pd(PPh3)4 (1.00 g, 0.863 mm... The reactants are CCCCCC (Hexane), [Cl-].COC[P+](C1=CC=CC=C1)(C1=CC=CC=C1)C1=CC=CC=C1 (methoxymethyltriphenyl phosphonium chloride), N1=C(C=CC=C1)C=O (2-Pyridinecarboxaldehyde), CC(C)([O-])C.[K+] (Potassium tert-butoxide). Run in O1CCCC1 (tetrahydrofuran). Run at temperature -78 celsius, time 50 minute. Yields the product CO\C=C/C1=NC=CC=C1 (cis-2-(2-methoxyvinyl)pyridine). The yield is 24.0%. Reaction SMILES: [Cl-].[CH3:2][O:3][CH2:4][P+](C1C=CC=CC=1)(C1C=CC=CC=1)C1C=CC=CC=1.CC(C)([O-])C.[K+].[N:30]1[CH:35]=[CH:34][CH:33]=[CH:32][C:31]=1[CH:36]=O.CCCCCC>O1CCCC1>[CH3:2][O:3]/[CH:4]=[CH:36]\[C:31]1[CH:32]=[CH:33][CH:34]=[CH:35][N:30]=1 |f:0.1,2.3|. Procedure: A stirred suspension of methoxymethyltriphenyl phosphonium chloride (12.48 g) in tetrahydrofuran (60 ml) under argon was cooled in an ice-bath. Potassium tert-butoxide (36.41 ml, 1M solution in tetrahydrofuran) was then added dropwise over 30 minutes to give a deep orange-red colour. Stirring was continued at 0-5° C. for 50 minutes then the mixture was cooled to −78° C. 2-Pyridinecarboxaldehyde was added dropwise and stirring continued at −78° C. for a further 2 h then allowed to warm to room te... Reactants: C(C)(=O)OC(C)=O (acetic anhydride), BrC=1C=C2C=CC(=CC2=CC1)C(=N)NO (6-bromo-N-hydroxy-naphthalene-2-carboxamidine). Run in CC1=NC(=CC(=C1)C)C (2,4,6-trimethylpyridine). Conditions: time 1 hour. The product is BrC=1C=C2C=CC(=CC2=CC1)C1=NOC(=N1)C (3-(6-bromo-naphthalen-2-yl)-5-methyl-[1,2,4]oxadiazole). Reaction SMILES: C(O[C:5](=[O:7])[CH3:6])(=O)C.[Br:8][C:9]1[CH:10]=[C:11]2[C:16](=[CH:17][CH:18]=1)[CH:15]=[C:14]([C:19]([NH:21]O)=[NH:20])[CH:13]=[CH:12]2>CC1C=C(C)C=C(C)N=1>[Br:8][C:9]1[CH:10]=[C:11]2[C:16](=[CH:17][CH:18]=1)[CH:15]=[C:14]([C:19]1[N:20]=[C:5]([CH3:6])[O:7][N:21]=1)[CH:13]=[CH:12]2. Procedure: 6.11 ml acetic anhydride are added to 4.40 g 6-bromo-N-hydroxy-naphthalene-2-carboxamidine in 30 ml 2,4,6-trimethylpyridine. The reaction mixture is stirred for one hour at ambient temperature and then heated to 130° C. for four hours. After the reaction has ended the mixture is evaporated down in vacuo and the flask residue is stirred with ethyl acetate and petroleum ether, suction filtered and dried. Reactants: C(C)(=O)N1CCC2=C(C(C1)C1=CC=CC=C1)C=C(C(=C2)OC)S(=O)(=O)Cl (3-acetyl-8-chlorosulfonyl-7-methoxy-1-phenyl-2,3,4,5-tetrahydro-1H-3-benzazepine), CNC (dimethylamine). The product is Cl (hydrochloric acid), Cl.COC1=CC2=C(C(CNCC2)C2=CC=CC=C2)C=C1S(N(C)C)(=O)=O (7-methoxy-8-(N,N-dimethylsulfamoyl)-1-phenyl-2,3,4,5-tetrahydro-1H-3-benzazepine hydrochloride). As a reaction SMILES: C([N:4]1[CH2:10][CH:9]([C:11]2[CH:16]=[CH:15][CH:14]=[CH:13][CH:12]=2)[C:8]2[CH:17]=[C:18]([S:23]([Cl:26])(=[O:25])=[O:24])[C:19]([O:21][CH3:22])=[CH:20][C:7]=2[CH2:6][CH2:5]1)(=O)C.[CH3:27][NH:28][CH3:29]>>[ClH:26].[ClH:26].[CH3:22][O:21][C:19]1[C:18]([S:23](=[O:25])(=[O:24])[N:28]([CH3:29])[CH3:27])=[CH:17][C:8]2[CH:9]([C:11]3[CH:12]=[CH:13][CH:14]=[CH:15][CH:16]=3)[CH2:10][NH:4][CH2:5][CH2:6][C:7]=2[CH:20]=1 |f:3.4|. Procedure: Reacting 3-acetyl-8-chlorosulfonyl-7-methoxy-1-phenyl-2,3,4,5-tetrahydro-1H-3-benzazepine with dimethylamine and then with refluxing hydrochloric acid gives 7-methoxy-8-(N,N-dimethylsulfamoyl)-1-phenyl-2,3,4,5-tetrahydro-1H-3-benzazepine hydrochloride. Treating this methoxy compound with refluxing hydrobromic acid gives 7-hydroxy-8-(N,N-dimethylsulfamoyl)-1-phenyl-2,3,4,5-tetrahydro-1H-3-benzazepine hydrobromide.